This data is from the Open Reaction Database (ORD), a public repository of structured organic reaction records. The task is: describe an organic reaction: reactants, conditions, products, and yield The reactants are Cl (hydrochloric acid), C\C(=C/CO)\CCC=C(C)C ((E)-3,7-dimethyl-octa-2,6-dien-1-ol), [OH-].[K+] (potassium hydroxide), BrCC(=O)C1=CC(=C(C(=C1)C(C)(C)C)O)C(C)(C)C (2-bromo-1-(3,5-di-tert-butyl-4-hydroxyphenyl)-ethanone). The solvent is O (water), CN1C(CCC1)=O (n-methylpyrrolidone). Reaction conditions: time 1 hour. Product: C(C)(C)(C)C=1C=C(C=C(C1O)C(C)(C)C)C(COC\C=C(\CCC=C(C)C)/C)=O (1-(3,5-di-tert-butyl-4-hydroxyphenyl)-2-[(E)-3,7-dimethyl-octa-2,6-dienyloxy]-ethanone). Isolated yield 46.1%. As a reaction SMILES: [CH3:1]/[C:2](/[CH2:6][CH2:7][CH:8]=[C:9]([CH3:11])[CH3:10])=[CH:3]\[CH2:4][OH:5].[OH-].[K+].Br[CH2:15][C:16]([C:18]1[CH:23]=[C:22]([C:24]([CH3:27])([CH3:26])[CH3:25])[C:21]([OH:28])=[C:20]([C:29]([CH3:32])([CH3:31])[CH3:30])[CH:19]=1)=[O:17].Cl>O.CN1CCCC1=O>[C:24]([C:22]1[CH:23]=[C:18]([C:16](=[O:17])[CH2:15][O:5][CH2:4]/[CH:3]=[C:2](\[CH3:1])/[CH2:6][CH2:7][CH:8]=[C:9]([CH3:11])[CH3:10])[CH:19]=[C:20]([C:29]([CH3:32])([CH3:31])[CH3:30])[C:21]=1[OH:28])([CH3:27])([CH3:25])[CH3:26] |f:1.2|. Procedure details: A mixture of 9.6 g (62 mmol) of (E)-3,7-dimethyl-octa-2,6-dien-1-ol, 8.4 g (150 mmol) of potassium hydroxide and 20 ml of n-methylpyrrolidone are stirred for one hour at room temperature. Then 10.0 g (33 mmol) of 2-bromo-1-(3,5-di-tert-butyl-4-hydroxyphenyl)-ethanone is added in portions and stirring is continued at room temperature for 20 hours. After the addition of 30 ml of water the mixture is neutralized with 6N hydrochloric acid while cooling with an ice bath and then extracted with ethyl ... The product is CC1=CC2=C(CCN(CC2O)C)O1 (2,6-Dimethyl-5,6,7,8-tetrahydro-4H-furo[2,3-d]azepin-4-ol). Starting materials: [H-].[Al+3].[Li+].[H-].[H-].[H-] (lithium aluminum hydride), [H-].[Al+3].[Li+].[H-].[H-].[H-] (lithium aluminum hydride), C(C)OC(=O)N1CCC2=C(C(C1)=O)C=C(O2)C (6-ethoxycarbonyl-2-methyl-4,5,7,8-tetrahydrofuro[2,3-d]azepin-4-one), ice. The yield is 82.4%. The solvent is C1CCOC1 (THF), C1CCOC1 (THF). RXN SMILES: C(O[C:4]([N:6]1[CH2:12][C:11](=[O:13])[C:10]2[CH:14]=[C:15]([CH3:17])[O:16][C:9]=2[CH2:8][CH2:7]1)=O)C.[H-].[Al+3].[Li+].[H-].[H-].[H-]>C1COCC1>[CH3:17][C:15]1[O:16][C:9]2[CH2:8][CH2:7][N:6]([CH3:4])[CH2:12][CH:11]([OH:13])[C:10]=2[CH:14]=1 |f:1.2.3.4.5.6|. Reported procedure: A solution of 6-ethoxycarbonyl-2-methyl-4,5,7,8-tetrahydrofuro[2,3-d]azepin-4-one (27 mg) prepared in the step 6 in 1 mL of dry THF was slowly dropped into an ice-cooled solution of 6.4 mg of lithium aluminum hydride in 1 mL of dry THF. The reaction solution was gradually heated followed by heating to reflux for 2 hours. Then the reaction solution was cooled, ice was gradually added thereto so that an excess amount of lithium aluminum hydride was decomposed and the mixture was subjected to extra...